From a dataset of the Open Reaction Database (ORD), a public repository of structured organic reaction records. describe an organic reaction: reactants, conditions, products, and yield The reactants are C1(CCCCC1)CC(=O)N[C@H](C(=O)N1C[C@]2(CN(C(O2)=O)C2=CC=CC=C2)C[C@H]1C(=O)O)C(C)(C)C ((5S,8S)-7-((S)-2-(2-cyclohexylacetamido)-3,3-dimethylbutanoyl)-2-oxo-3-phenyl-1-oxa-3,7-diazaspiro[4.4]nonane-8-carboxylic acid), CCN(C(C)C)C(C)C (DIEA), N[C@H](C(C(=O)NC1CC1)O)CCC ((3S)-3-amino-N-cyclopropyl-2-hydroxyhexanamide), C(CCl)Cl (EDC), C=1C=CC2=C(C1)N=NN2O (HOBt), NCCC1=CNC=N1 (histamine). The solvent is C(C)(=O)OCC (Ethyl acetate), CN(C)C=O (DMF). Run at time 0.5 hour. Yields the product C1(CCCCC1)CC(=O)N[C@H](C(=O)N1C[C@]2(CN(C(O2)=O)C2=CC=CC=C2)C[C@H]1C(=O)N[C@H](C(C(=O)NC1CC1)O)CCC)C(C)(C)C ((5S,8S)-7-((S)-2-(2-cyclohexylacetamido)-3,3-dimethylbutanoyl)-N-((3S)-1-(cyclopropylamino)-2-hydroxy-1-oxohexan-3-yl)-2-oxo-3-phenyl-1-oxa-3,7-diazaspiro[4.4]nonane-8-carboxamide). The yield is 48.4%. Reaction SMILES: [NH2:1][C@@H:2]([CH2:11][CH2:12][CH3:13])[CH:3]([OH:10])[C:4]([NH:6][CH:7]1[CH2:9][CH2:8]1)=[O:5].C(Cl)CCl.C1C=CC2N(O)N=NC=2C=1.[CH:28]1([CH2:34][C:35]([NH:37][C@@H:38]([C:60]([CH3:63])([CH3:62])[CH3:61])[C:39]([N:41]2[C@H:56]([C:57](O)=[O:58])[CH2:55][C@:43]3([O:47][C:46](=[O:48])[N:45]([C:49]4[CH:54]=[CH:53][CH:52]=[CH:51][CH:50]=4)[CH2:44]3)[CH2:42]2)=[O:40])=[O:36])[CH2:33][CH2:32][CH2:31][CH2:30][CH2:29]1.CCN(C(C)C)C(C)C.NCCC1N=CNC=1>CN(C=O)C.C(OCC)(=O)C>[CH:28]1([CH2:34][C:35]([NH:37][C@@H:38]([C:60]([CH3:63])([CH3:62])[CH3:61])[C:39]([N:41]2[C@H:56]([C:57]([NH:1][C@@H:2]([CH2:11][CH2:12][CH3:13])[CH:3]([OH:10])[C:4]([NH:6][CH:7]3[CH2:8][CH2:9]3)=[O:5])=[O:58])[CH2:55][C@:43]3([O:47][C:46](=[O:48])[N:45]([C:49]4[CH:50]=[CH:51][CH:52]=[CH:53][CH:54]=4)[CH2:44]3)[CH2:42]2)=[O:40])=[O:36])[CH2:33][CH2:32][CH2:31][CH2:30][CH2:29]1. Reported procedure: (3S)-3-amino-N-cyclopropyl-2-hydroxyhexanamide (20 mg, 87 μmol, 1.4 eq.), EDC (17 mg, 87 μmol, 1.4 eq.) and HOBt (13 mg, 87 μmol, 1.4 eq.) were combined in DMF (0.3 mL) and stirred at room temp. for 0.5 hrs. (5S,8S)-7-((S)-2-(2-cyclohexylacetamido)-3,3-dimethylbutanoyl)-2-oxo-3-phenyl-1-oxa-3,7-diazaspiro[4.4]nonane-8-carboxylic acid (H1) (31 mg 62 μmol, 1 eq.) and DIEA (33 μL, 186 mol, 3 eq.) were added to the mixture and stirred at room temp. overnight. 1.0 M histamine (aq., 31 μL, 0.5 eq.) wa... Reactants: COC1CC(C(=O)O)N(C(=O)CCCSC(C)=O)C1, N. Product: COC1CC(C(=O)O)N(C(=O)CCCS)C1. Reaction SMILES: [C:1](=[O:2])([CH3:3])[S:4][CH2:5][CH2:6][CH2:7][C:8](=[O:9])[N:10]1[CH:11]([C:12](=[O:13])[OH:14])[CH2:15][CH:16]([O:18][CH3:19])[CH2:17]1.[NH3:20]>>[SH:4][CH2:5][CH2:6][CH2:7][C:8](=[O:9])[N:10]1[CH:11]([C:12](=[O:13])[OH:14])[CH2:15][CH:16]([O:18][CH3:19])[CH2:17]1. Reactants: CO, COCCOc1cnc2[nH]c(C(=CC3CCCC3)c3ccc(S(C)(=O)=O)cc3)cc2c1. Product: COCCOc1cnc2[nH]c(C(CC3CCCC3)c3ccc(S(C)(=O)=O)cc3)cc2c1. As a reaction SMILES: [CH3:32][OH:33].[CH:1]1([CH:6]=[C:7]([c:8]2[cH:9][cH:10][c:11]([S:14](=[O:15])(=[O:16])[CH3:17])[cH:12][cH:13]2)[c:18]2[cH:19][c:20]3[c:21]([n:22][cH:23][c:24]([O:26][CH2:27][CH2:28][O:29][CH3:30])[cH:25]3)[nH:31]2)[CH2:2][CH2:3][CH2:4][CH2:5]1>>[CH:1]1([CH2:6][CH:7]([c:8]2[cH:9][cH:10][c:11]([S:14](=[O:15])(=[O:16])[CH3:17])[cH:12][cH:13]2)[c:18]2[cH:19][c:20]3[c:21]([n:22][cH:23][c:24]([O:26][CH2:27][CH2:28][O:29][CH3:30])[cH:25]3)[nH:31]2)[CH2:2][CH2:3][CH2:4][CH2:5]1. Reactants: COC1(CN2CCC1CC2)OC (3,3-dimethoxyquinuclidine), BrCCCCC (1-bromopentane). Conditions: temperature 110 celsius. The product is [Br-].COC1(C[N+]2(CCC1CC2)CCCCC)OC (3,3-Dimethoxy-1-pentylquinuclidinium bromide). RXN SMILES: [CH3:1][O:2][C:3]1([O:11][CH3:12])[CH:8]2[CH2:9][CH2:10][N:5]([CH2:6][CH2:7]2)[CH2:4]1.[Br:13][CH2:14][CH2:15][CH2:16][CH2:17][CH3:18]>>[Br-:13].[CH3:1][O:2][C:3]1([O:11][CH3:12])[CH:8]2[CH2:7][CH2:6][N+:5]([CH2:14][CH2:15][CH2:16][CH2:17][CH3:18])([CH2:10][CH2:9]2)[CH2:4]1 |f:2.3|. Procedure: A mixture of 3,3-dimethoxyquinuclidine (1.71 g, 10 mmol) and 1-bromopentane (1.51g, 10 mmol) was heated at 110° C. for 15 min. Yield 3.22 g, 100%.